This data is from the Open Reaction Database (ORD), a public repository of structured organic reaction records. The task is: describe an organic reaction: reactants, conditions, products, and yield Reactants: ClC=1C=C2C(=CNC2=CC1)C=1CCNCC1 (5-chloro-3-(1,2,3,6-tetrahydropyridine-4-yl)-1H-indole), CN(C1(CCCCC1)C1=CC=CC=C1)C (4-dimethylamino-4-phenylcyclohexane), C(C)(=O)O (acetic acid), sodium triacetoxy boron hydride. Run in ClCCCl (1,2-dichloroethane). Conditions: time 24 hour. The product is ClC=1C=C2C(=CNC2=CC1)C1CCN(CC1)C1CCC(CC1)(C1=CC=CC=C1)N(C)C ({4-[4-(5-chloro-1H-indol-3-yl)-piperidine-1-yl]-1-phenylcyclohexyl}-dimethylamine). RXN SMILES: [Cl:1][C:2]1[CH:3]=[C:4]2[C:8](=[CH:9][CH:10]=1)[NH:7][CH:6]=[C:5]2[C:11]1[CH2:12][CH2:13][NH:14][CH2:15][CH:16]=1.[CH3:17][N:18]([CH3:31])[C:19]1([C:25]2[CH:30]=[CH:29][CH:28]=[CH:27][CH:26]=2)[CH2:24][CH2:23][CH2:22][CH2:21][CH2:20]1.C(O)(=O)C>ClCCCl>[Cl:1][C:2]1[CH:3]=[C:4]2[C:8](=[CH:9][CH:10]=1)[NH:7][CH:6]=[C:5]2[CH:11]1[CH2:12][CH2:13][N:14]([CH:22]2[CH2:21][CH2:20][C:19]([N:18]([CH3:31])[CH3:17])([C:25]3[CH:30]=[CH:29][CH:28]=[CH:27][CH:26]=3)[CH2:24][CH2:23]2)[CH2:15][CH2:16]1. Procedure details: 5-chloro-3-(1,2,3,6-tetrahydropyridine-4-yl)-1H-indole (218 mg, 1 mmole) and 4-dimethylamino-4-phenylcyclohexane (217 mg, 1 mmole) were dissolved in dry 1,2-dichloroethane (20 ml). Glacial acetic acid (1 mmole) and sodium triacetoxy boron hydride (300 mg, 1.4 mmole) were added to this mixture. The reaction mixture was then stirred for 24 hours at RT. The reaction mixture was worked up by distilling off the 1,2-dichloroethane and diluted with water (10 ml). The reaction mixture was adjusted to pH... The reactants are C(C)(C)(C)OC(NC1=C(C=C(C(=C1)OCC(F)(F)F)C(F)(F)F)N)=O ([2-amino-5-(2,2,2-trifluoro-ethoxy)-4-trifluoromethyl-phenyl]-carbamic acid tert-butyl ester), C(C)(C)(C)OC(CC(=O)C1=CC(=CC=C1)C=1C=NC(=CC1)C1CC1)=O (3-[3-(6-cyclopropyl-pyridin-3-yl)-phenyl]-3-oxo-propionic acid tert-butyl ester). Product: C(C)(C)(C)OC(NC1=C(C=C(C(=C1)OCC(F)(F)F)C(F)(F)F)NC(CC(=O)C1=CC(=CC=C1)C=1C=NC(=CC1)C1CC1)=O)=O ([2-{3-[3-(6-Cyclopropyl-pyridin-3-yl)-phenyl]-3-oxo-propionylamino}-5-(2,2,2-trifluoro-ethoxy)-4-trifluoromethyl-phenyl]-carbamic acid tert-butyl ester), foam. Isolated yield 72.0%. RXN SMILES: [C:1]([O:5][C:6](=[O:25])[NH:7][C:8]1[CH:13]=[C:12]([O:14][CH2:15][C:16]([F:19])([F:18])[F:17])[C:11]([C:20]([F:23])([F:22])[F:21])=[CH:10][C:9]=1[NH2:24])([CH3:4])([CH3:3])[CH3:2].C([O:30][C:31](=O)[CH2:32][C:33]([C:35]1[CH:40]=[CH:39][CH:38]=[C:37]([C:41]2[CH:42]=[N:43][C:44]([CH:47]3[CH2:49][CH2:48]3)=[CH:45][CH:46]=2)[CH:36]=1)=[O:34])(C)(C)C>>[C:1]([O:5][C:6](=[O:25])[NH:7][C:8]1[CH:13]=[C:12]([O:14][CH2:15][C:16]([F:18])([F:17])[F:19])[C:11]([C:20]([F:22])([F:23])[F:21])=[CH:10][C:9]=1[NH:24][C:31](=[O:30])[CH2:32][C:33]([C:35]1[CH:40]=[CH:39][CH:38]=[C:37]([C:41]2[CH:42]=[N:43][C:44]([CH:47]3[CH2:48][CH2:49]3)=[CH:45][CH:46]=2)[CH:36]=1)=[O:34])([CH3:4])([CH3:2])[CH3:3]. Reported procedure: The title compound was prepared from [2-amino-5-(2,2,2-trifluoro-ethoxy)-4-trifluoromethyl-phenyl]-carbamic acid tert-butyl ester (Example J6) (281 mg, 0.75 mmol) and 3-[3-(6-cyclopropyl-pyridin-3-yl)-phenyl]-3-oxo-propionic acid tert-butyl ester (Example K21) (253 mg, 0.75 mmol) according to the general procedure M. Obtained as a yellow foam (344 mg, 72%). Reactants: ClC1=C(C(=CC=C1)Cl)C(CN)O[Si](CC)(CC)CC (2-(2,6-dichlorophenyl)-2-((triethylsilyl)oxy)ethanamine), C1CC12CCC(CC2)C=O (spiro[2.5]octane-6-carbaldehyde), CC(=O)O (AcOH), [BH-](OC(=O)C)(OC(=O)C)OC(=O)C.[Na+] (NaBH(OAc)3). Solvent: C(Cl)Cl (DCM). Conditions: time 8 hour. Product: ClC1=C(C(=CC=C1)Cl)C(CNCC1CCC2(CC2)CC1)O[Si](CC)(CC)CC (2-(2,6-dichlorophenyl)-N-(spiro[2.5]octan-6-ylmethyl)-2-((triethylsilyl)oxy)ethanamine). Reaction SMILES: [Cl:1][C:2]1[CH:7]=[CH:6][CH:5]=[C:4]([Cl:8])[C:3]=1[CH:9]([O:12][Si:13]([CH2:18][CH3:19])([CH2:16][CH3:17])[CH2:14][CH3:15])[CH2:10][NH2:11].[CH2:20]1[C:22]2([CH2:27][CH2:26][CH:25]([CH:28]=O)[CH2:24][CH2:23]2)[CH2:21]1.CC(O)=O.[BH-](OC(C)=O)(OC(C)=O)OC(C)=O.[Na+]>C(Cl)Cl>[Cl:1][C:2]1[CH:7]=[CH:6][CH:5]=[C:4]([Cl:8])[C:3]=1[CH:9]([O:12][Si:13]([CH2:16][CH3:17])([CH2:14][CH3:15])[CH2:18][CH3:19])[CH2:10][NH:11][CH2:28][CH:25]1[CH2:26][CH2:27][C:22]2([CH2:20][CH2:21]2)[CH2:23][CH2:24]1 |f:3.4|. Procedure details: To a solution of 2-(2,6-dichlorophenyl)-2-((triethylsilyl)oxy)ethanamine (248 mg, 0.774 mmol) in DCM (2581 μl) was added spiro[2.5]octane-6-carbaldehyde (107 mg, 0.774 mmol), AcOH (35.5 μl, 0.619 mmol) and NaBH(OAc)3 (246 mg, 1.161 mmol). The slurry mixture was stirred at room temperature for overnight. The mixture was quenched with 0.5 M NaOH and mixture was stirred at rt for 30 min. Evolution of gas was observed. The layers were separated. The organic layer was dried over Na2SO4 and concentrat... Reactants: O=C(Cl)c1ccccc1, CCN(C(C)C)C(C)C, CCOC(C)=O, CCCCCCC, ClCCl, COc1ccc(N)cn1. The product is COc1ccc(NC(=O)c2ccccc2)cn1. As a reaction SMILES: [C:19]([c:20]1[cH:21][cH:22][cH:23][cH:24][cH:25]1)(=[O:26])[Cl:27].[CH2:10]([N:11]([CH:12]([CH3:13])[CH3:14])[CH:15]([CH3:16])[CH3:17])[CH3:18].[CH3:28][CH2:29][O:30][C:31](=[O:32])[CH3:33].[CH3:37][CH2:38][CH2:39][CH2:40][CH2:41][CH2:42][CH3:43].[Cl:34][CH2:35][Cl:36].[NH2:1][c:2]1[cH:3][cH:4][c:5]([O:8][CH3:9])[n:6][cH:7]1>>[NH:1]([c:2]1[cH:3][cH:4][c:5]([O:8][CH3:9])[n:6][cH:7]1)[C:19]([c:20]1[cH:21][cH:22][cH:23][cH:24][cH:25]1)=[O:26]. Reactants: CN1CCNCC1 (1-methylpiperazine), C([O-])([O-])=O.[K+].[K+] (potassium carbonate), N1[C@H](C(=O)O)CCC1 (L-proline), FC1=C(CN2C=NC3=C2C=CC(=C3)I)C=C(C(=C1)OCC=1C=NC(=CC1)OC)OC (1-(2-fluoro-5-methoxy-4-((6-methoxypyridin-3-yl)methoxy)benzyl)-5-iodo-1H-benzo[d]imidazole). Reagents/catalysts: [Cu]I (copper(I) iodide). The solvent is CS(=O)C (dimethyl sulfoxide), [OH-].[NH4+] (ammonium hydroxide). Conditions: temperature 120 celsius, time 16 hour. Product: FC1=C(CN2C=NC3=C2C=CC(=C3)N3CCN(CC3)C)C=C(C(=C1)OCC=1C=NC(=CC1)OC)OC (1-(2-fluoro-5-methoxy-4-((6-methoxypyridin-3-yl)methoxy)benzyl)-5-(4-methylpiperazin-1-yl)-1H-benzo[d]imidazole). Yield: 32.3%. RXN SMILES: [F:1][C:2]1[CH:18]=[C:17]([O:19][CH2:20][C:21]2[CH:22]=[N:23][C:24]([O:27][CH3:28])=[CH:25][CH:26]=2)[C:16]([O:29][CH3:30])=[CH:15][C:3]=1[CH2:4][N:5]1[C:9]2[CH:10]=[CH:11][C:12](I)=[CH:13][C:8]=2[N:7]=[CH:6]1.[CH3:31][N:32]1[CH2:37][CH2:36][NH:35][CH2:34][CH2:33]1.C(=O)([O-])[O-].[K+].[K+].N1CCC[C@H]1C(O)=O>CS(C)=O.[OH-].[NH4+].[Cu]I>[F:1][C:2]1[CH:18]=[C:17]([O:19][CH2:20][C:21]2[CH:22]=[N:23][C:24]([O:27][CH3:28])=[CH:25][CH:26]=2)[C:16]([O:29][CH3:30])=[CH:15][C:3]=1[CH2:4][N:5]1[C:9]2[CH:10]=[CH:11][C:12]([N:35]3[CH2:36][CH2:37][N:32]([CH3:31])[CH2:33][CH2:34]3)=[CH:13][C:8]=2[N:7]=[CH:6]1 |f:2.3.4,7.8|. Procedure details: To a stirred suspension of 1-(2-fluoro-5-methoxy-4-((6-methoxypyridin-3-yl)methoxy)benzyl)-5-iodo-1H-benzo[d]imidazole (0.20 g, 0.39 mmol) in dimethyl sulfoxide (4 mL) was added 1-methylpiperazine (0.039 g, 0.39 mmol), copper(I) iodide (0.009 g, 0.046 mmol), potassium carbonate (0.19 g, 1.35 mmol), and L-proline (0.010 g, 0.092 mmol). The light yellow reaction mixture was heated to 120° C. After 16 h, the reaction mixture was allowed to cool to room temperature and was diluted with 3 N ammonium ...